Dataset: the Open Reaction Database (ORD), a public repository of structured organic reaction records. Task: describe an organic reaction: reactants, conditions, products, and yield Reactants: CC=1C=NN(C1)C1=CC=C(C(=O)O)C=C1 (4-(4-methylpyrazol-1-yl)benzoic acid), C(C(=O)Cl)(=O)Cl (oxalyl chloride). The reagents and catalysts are CN(C=O)C (dimethylformamide). The solvent is ClCCl (dichloromethane). Reaction conditions: time 18 hour. Yields the product CC=1C=NN(C1)C1=CC=C(C(=O)Cl)C=C1 (4-(4-methylpyrazol-1-yl)benzoyl chloride). Isolated yield 94.1%. Reaction SMILES: [CH3:1][C:2]1[CH:3]=[N:4][N:5]([C:7]2[CH:15]=[CH:14][C:10]([C:11](O)=[O:12])=[CH:9][CH:8]=2)[CH:6]=1.C(Cl)(=O)C([Cl:19])=O>ClCCl.CN(C)C=O>[CH3:1][C:2]1[CH:3]=[N:4][N:5]([C:7]2[CH:15]=[CH:14][C:10]([C:11]([Cl:19])=[O:12])=[CH:9][CH:8]=2)[CH:6]=1. Reported procedure: To a suspension of 4-(4-methylpyrazol-1-yl)benzoic acid (0.75 g) in dichloromethane (15 ml) was added oxalyl chloride (0.50 g) and one drop of dimethylformamide. The mixture was stirred at room temperature for 18 hours and the volatile material was removed under reduced pressure. The residue was dissolved in hexane and filtered through diatomaceous earth. Evaporation of the solvent in vacuo yielded 4-(4-methylpyrazol-1-yl)benzoyl chloride (0.77 g), which was used without further purification.